describe an organic reaction: reactants, conditions, products, and yield From a dataset of the Open Reaction Database (ORD), a public repository of structured organic reaction records. The reactants are OC1=CC=2N(C3=CC=CC=C13)N=C(N2)C2=CC=CC=C2 (5-Hydroxy-2-phenyl-1,2,4-triazolo[1,5-a]quinoline), C(C)(=O)OC(C)=O (acetic acid anhydride). The solvent is N1=CC=CC=C1 (pyridine). Conditions: time 12 hour. Yields the product C(C)(=O)OC1=CC=2N(C3=CC=CC=C13)N=C(N2)C2=CC=CC=C2 (5-Acetoxy-2-phenyl-1,2,4-triazolo[1,5-a]quinoline). Reaction SMILES: [OH:1][C:2]1[C:11]2[C:6](=[CH:7][CH:8]=[CH:9][CH:10]=2)[N:5]2[N:12]=[C:13]([C:15]3[CH:20]=[CH:19][CH:18]=[CH:17][CH:16]=3)[N:14]=[C:4]2[CH:3]=1.[C:21](OC(=O)C)(=[O:23])[CH3:22]>N1C=CC=CC=1>[C:21]([O:1][C:2]1[C:11]2[C:6](=[CH:7][CH:8]=[CH:9][CH:10]=2)[N:5]2[N:12]=[C:13]([C:15]3[CH:20]=[CH:19][CH:18]=[CH:17][CH:16]=3)[N:14]=[C:4]2[CH:3]=1)(=[O:23])[CH3:22]. Reported procedure: 0.8 Gram (0.00306 mole) of the compound of Example 1 is dissolved in 10 ml. of pyridine, then 1 ml. of acetic acid anhydride is added and the resulting mixture is kept at room temperature for about 12 hours. The obtained precipitate is purified by column chromatography and eluting with a mixture of chloroform:methanol=98.2. After recrystallization from a mixture of methanol and methylene chloride, 0.200 g. of the title compound is obtained, m.p. 200°-202° C. RXN SMILES: [C:37](#[N:38])[P:39](=[O:40])([O:41][CH2:42][CH3:43])[O:44][CH2:45][CH3:46].[Cl:1][c:2]1[cH:3][c:4]2[c:5]([CH2:11][n:12]3[n:13][c:14]4[n:15]([CH2:33][CH:34]5[CH2:35][CH2:36]5)[c:16](=[O:32])[n:17]([CH3:31])[c:18](=[O:30])[c:19]4[c:20]3-[c:21]3[cH:22][c:23]([C:27](=[O:28])[OH:29])[cH:24][n:25]3[CH3:26])[cH:6][nH:7][c:8]2[cH:9][cH:10]1>>[Cl:1][c:2]1[cH:3][c:4]2[c:5]([CH2:11][n:12]3[n:13][c:14]4[n:15]([CH2:33][CH:34]5[CH2:35][CH2:36]5)[c:16](=[O:32])[n:17]([CH3:31])[c:18](=[O:30])[c:19]4[c:20]3-[c:21]3[cH:22][c:23]([C:27](=[O:28])[NH:38][CH3:37])[cH:24][n:25]3[CH3:26])[cH:6][nH:7][c:8]2[cH:9][cH:10]1. The product is CNC(=O)c1cc(-c2c3c(=O)n(C)c(=O)n(CC4CC4)c3nn2Cc2c[nH]c3ccc(Cl)cc23)n(C)c1. Starting materials: CCOP(=O)(C#N)OCC, Cn1cc(C(=O)O)cc1-c1c2c(=O)n(C)c(=O)n(CC3CC3)c2nn1Cc1c[nH]c2ccc(Cl)cc12. The reactants are CCOC(C)O, COc1cc2c(Cl)c(C#N)cnc2c(OC)c1OC, Nc1ccc(Cl)cc1F, [Na+], [Na+], O=C([O-])[O-], O. Product: COc1cc2c(Nc3ccc(Cl)cc3F)c(C#N)cnc2c(OC)c1OC. As a reaction SMILES: [CH2:29]([O:30][CH:31]([OH:32])[CH3:33])[CH3:34].[Cl:1][c:2]1[c:3]([C:18]#[N:19])[cH:4][n:5][c:6]2[c:7]([O:16][CH3:17])[c:8]([O:14][CH3:15])[c:9]([O:12][CH3:13])[cH:10][c:11]12.[Cl:20][c:21]1[cH:22][c:23]([F:28])[c:24]([NH2:25])[cH:26][cH:27]1.[Na+:35].[Na+:36].[O-:37][C:38](=[O:39])[O-:40].[OH2:41]>>[c:2]1([NH:25][c:24]2[c:23]([F:28])[cH:22][c:21]([Cl:20])[cH:27][cH:26]2)[c:3]([C:18]#[N:19])[cH:4][n:5][c:6]2[c:7]([O:16][CH3:17])[c:8]([O:14][CH3:15])[c:9]([O:12][CH3:13])[cH:10][c:11]12. Yields the product CCOC(=O)CNc1cccc(CCCP(=O)(OCC)OCC)c1. Reaction SMILES: [CH2:1]([CH3:2])[O:3][P:4](=[O:5])([CH2:6][CH:7]=[CH:8][c:9]1[cH:10][c:11]([NH:15][CH2:16][C:17](=[O:18])[O:19][CH2:20][CH3:21])[cH:12][cH:13][cH:14]1)[O:22][CH2:23][CH3:24].[CH3:25][CH2:26][OH:27]>>[CH2:1]([CH3:2])[O:3][P:4](=[O:5])([CH2:6][CH2:7][CH2:8][c:9]1[cH:10][c:11]([NH:15][CH2:16][C:17](=[O:18])[O:19][CH2:20][CH3:21])[cH:12][cH:13][cH:14]1)[O:22][CH2:23][CH3:24]. Starting materials: CCOC(=O)CNc1cccc(C=CCP(=O)(OCC)OCC)c1, CCO. Starting materials: OBO, O=C([O-])[O-], Cc1ccccc1, Cc1ccccc1, CCO, CCOC(C)=O, Clc1ccccc1I, [Na+], [Na+], c1ccc(P(c2ccccc2)(c2ccccc2)[Pd](P(c2ccccc2)(c2ccccc2)c2ccccc2)(P(c2ccccc2)(c2ccccc2)c2ccccc2)P(c2ccccc2)(c2ccccc2)c2ccccc2)cc1. Product: Cc1ccc(-c2ccccc2Cl)cc1. RXN SMILES: [BH:7]([OH:8])[OH:9].[C:1](=[O:2])([O-:3])[O-:4].[CH3:10][c:11]1[cH:12][cH:13][cH:14][cH:15][cH:16]1.[CH3:25][c:26]1[cH:27][cH:28][cH:29][cH:30][cH:31]1.[CH3:32][CH2:33][OH:34].[CH3:35][CH2:36][O:37][C:38]([CH3:39])=[O:40].[Cl:17][c:18]1[c:19]([I:24])[cH:20][cH:21][cH:22][cH:23]1.[Na+:5].[Na+:6].[cH:41]1[cH:42][cH:43][c:44]([P:45]([Pd:46]([P:47]([c:48]2[cH:49][cH:50][cH:51][cH:52][cH:53]2)([c:54]2[cH:55][cH:56][cH:57][cH:58][cH:59]2)[c:60]2[cH:61][cH:62][cH:63][cH:64][cH:65]2)([P:66]([c:67]2[cH:68][cH:69][cH:70][cH:71][cH:72]2)([c:73]2[cH:74][cH:75][cH:76][cH:77][cH:78]2)[c:79]2[cH:80][cH:81][cH:82][cH:83][cH:84]2)[P:85]([c:86]2[cH:87][cH:88][cH:89][cH:90][cH:91]2)([c:92]2[cH:93][cH:94][cH:95][cH:96][cH:97]2)[c:98]2[cH:99][cH:100][cH:101][cH:102][cH:103]2)([c:104]2[cH:105][cH:106][cH:107][cH:108][cH:109]2)[c:110]2[cH:111][cH:112][cH:113][cH:114][cH:115]2)[cH:116][cH:117]1>>[CH3:10][c:11]1[cH:12][cH:13][c:14](-[c:19]2[c:18]([Cl:17])[cH:23][cH:22][cH:21][cH:20]2)[cH:15][cH:16]1. Starting materials: CC(C)(C)[Si](C)(C)OC1CCC(N2CCC(Cc3c(Cl)cc(OCc4ccccc4)cc3Cl)C2=O)CC1, O=Cc1c(Cl)cc(OCc2ccccc2)cc1Cl, C1CCOC1. Yields the product CC(C)(C)[Si](C)(C)OC1CCC(N2CCC(Cc3c(Cl)cc(O)cc3Cl)C2=O)CC1. As a reaction SMILES: [CH2:1]([c:2]1[cH:3][cH:4][cH:5][cH:6][cH:7]1)[O:8][c:9]1[cH:10][c:11]([Cl:37])[c:12]([CH2:13][CH:14]2[C:15](=[O:33])[N:16]([CH:19]3[CH2:20][CH2:21][CH:22]([O:25][Si:26]([CH3:27])([CH3:28])[C:29]([CH3:30])([CH3:31])[CH3:32])[CH2:23][CH2:24]3)[CH2:17][CH2:18]2)[c:34]([Cl:36])[cH:35]1.[Cl:38][c:39]1[cH:40][c:41]([O:42][CH2:43][c:44]2[cH:45][cH:46][cH:47][cH:48][cH:49]2)[cH:50][c:51]([Cl:52])[c:53]1[CH:54]=[O:55].[O:56]1[CH2:57][CH2:58][CH2:59][CH2:60]1>>[OH:8][c:9]1[cH:10][c:11]([Cl:37])[c:12]([CH2:13][CH:14]2[C:15](=[O:33])[N:16]([CH:19]3[CH2:20][CH2:21][CH:22]([O:25][Si:26]([CH3:27])([CH3:28])[C:29]([CH3:30])([CH3:31])[CH3:32])[CH2:23][CH2:24]3)[CH2:17][CH2:18]2)[c:34]([Cl:36])[cH:35]1. Starting materials: O1[C@@H](CCC1)CNN ([(2S)-tetrahydrofuran-2-ylmethyl]hydrazine), CC(C(CC#N)=O)(C)C (4,4-dimethyl-3-oxopentanenitrile). Run in C(C)O (ethanol). The product is C(C)(C)(C)C1=NN(C(=C1)N)C[C@H]1OCCC1 (3-tert-butyl-1-[(2S)-tetrahydrofuran-2-ylmethyl]-1H-pyrazol-5-amine). Reaction SMILES: [O:1]1[CH2:5][CH2:4][CH2:3][C@H:2]1[CH2:6][NH:7][NH2:8].[CH3:9][C:10]([CH3:17])([CH3:16])[C:11](=O)[CH2:12][C:13]#[N:14]>C(O)C>[C:10]([C:11]1[CH:12]=[C:13]([NH2:14])[N:7]([CH2:6][C@@H:2]2[CH2:3][CH2:4][CH2:5][O:1]2)[N:8]=1)([CH3:17])([CH3:16])[CH3:9]. Procedure: To a stirred solution of the product from Example 12B (232 mg, 2.0 mmol) in ethanol (4 mL) was added 4,4-dimethyl-3-oxopentanenitrile (250 mg, 2.0 mmol). The mixture was refluxed for 2 hours. The ethanol was removed by evaporation under reduced pressure and the crude product was dissolved in CH2Cl2 (10 mL), which was used directly for the next step.